From a dataset of the Open Reaction Database (ORD), a public repository of structured organic reaction records. describe an organic reaction: reactants, conditions, products, and yield Reactants: ClC1=C(C=C(C(=C1)OC)OCC1=C(C(=CC=C1OC)F)F)N1C2=NC(=NC(=C2NC1=O)OC)CO (9-[2-chloro-5-(2,3-difluoro-6-methoxybenzyloxy)-4-methoxyphenyl]-2-hydroxymethyl-6-methoxy-7,9-dihydro-8H-purin-8-one), O (water), C(C)(=O)OCC (ethyl acetate), CC(C)O (2-propanol). Solvent: CC(=O)C (acetone). Run at time 10 minute. Yields the product C(=O)(O)C1=NC(=C2NC(N(C2=N1)C1=C(C=C(C(=C1)OCC1=C(C(=CC=C1OC)F)F)OC)Cl)=O)OC (2-Carboxy-9-[2-chloro-5-(2,3-difluoro-6-methoxybenzyloxy)-4-methoxyphenyl]-6-methoxy-7,9-dihydro-8H-purin-8-one). RXN SMILES: [Cl:1][C:2]1[CH:7]=[C:6]([O:8][CH3:9])[C:5]([O:10][CH2:11][C:12]2[C:17]([O:18][CH3:19])=[CH:16][CH:15]=[C:14]([F:20])[C:13]=2[F:21])=[CH:4][C:3]=1[N:22]1[C:30](=[O:31])[NH:29][C:28]2[C:23]1=[N:24][C:25]([CH2:34][OH:35])=[N:26][C:27]=2[O:32][CH3:33].CC([OH:39])C.O.C(OCC)(=O)C>CC(C)=O>[C:34]([C:25]1[N:24]=[C:23]2[C:28]([NH:29][C:30](=[O:31])[N:22]2[C:3]2[CH:4]=[C:5]([O:10][CH2:11][C:12]3[C:17]([O:18][CH3:19])=[CH:16][CH:15]=[C:14]([F:20])[C:13]=3[F:21])[C:6]([O:8][CH3:9])=[CH:7][C:2]=2[Cl:1])=[C:27]([O:32][CH3:33])[N:26]=1)([OH:39])=[O:35]. Procedure details: To a solution of 9-[2-chloro-5-(2,3-difluoro-6-methoxybenzyloxy)-4-methoxyphenyl]-2-hydroxymethyl-6-methoxy-7,9-dihydro-8H-purin-8-one (0.14 g) in acetone (5 mL) was added this solution in a dropwise manner under ice-cooling, and the mixture was stirred at the same temperature for 10 minutes, and then stirred at room temperature overnight. To the reaction mixture was added 2-propanol (2 mL), and the mixture was stirred at room temperature for 20 minutes. To the mixture were added water and ethyl... The reactants are O=C([O-])[O-], CC=CCBr, Oc1ccc(Cl)cc1I, [K+], [K+], CN(C)C=O. The product is CC=CCOc1ccc(Cl)cc1I. Reaction SMILES: [C:10](=[O:11])([O-:12])[O-:13].[CH2:16]([CH:17]=[CH:18][CH3:19])[Br:20].[Cl:1][c:2]1[cH:3][c:4]([I:9])[c:5]([OH:8])[cH:6][cH:7]1.[K+:14].[K+:15].[O:21]=[CH:22][N:23]([CH3:24])[CH3:25]>>[Cl:1][c:2]1[cH:3][c:4]([I:9])[c:5]([O:8][CH2:16][CH:17]=[CH:18][CH3:19])[cH:6][cH:7]1. The reactants are methyl ester, amides, C(CC)N1C[C@@H](C=C2C=3C=CC=C4NC=C(C[C@@H]12)C34)C(=O)O (9,10-didehydro-6-n-propyl-8β-ergoline carboxylic acid), N (ammonia). The solvent is C(CO)O (ethylene glycol). Product: C(CC)N1C[C@H](C=C2C=3C=CC=C4NC=C(C[C@@H]12)C34)C(=O)N (9,10-didehydro-6-n-propyl-8α-ergoline carboxylic acid amide). RXN SMILES: [CH2:1]([N:4]1[C@H:18]2[C:8]([C:9]3[CH:10]=[CH:11][CH:12]=[C:13]4[C:19]=3[C:16]([CH2:17]2)=[CH:15][NH:14]4)=[CH:7][C@@H:6]([C:20]([OH:22])=O)[CH2:5]1)[CH2:2][CH3:3].[NH3:23]>C(O)CO>[CH2:1]([N:4]1[C@H:18]2[C:8]([C:9]3[CH:10]=[CH:11][CH:12]=[C:13]4[C:19]=3[C:16]([CH2:17]2)=[CH:15][NH:14]4)=[CH:7][C@H:6]([C:20]([NH2:23])=[O:22])[CH2:5]1)[CH2:2][CH3:3]. Procedure details: By allowing 3.1 g of the methyl ester of 9,10-didehydro-6-n-propyl-8β-ergoline carboxylic acid to stand in a solution of ammonia in ethylene glycol, a mixture of the isomeric amides is obtained; chromatographic separation of the reaction product yields 1.2 g of 9,10-didehydro-6-n-propyl-8α-ergoline carboxylic acid amide. [α]D25 =+297°; c=0.5 (pyridine). Reactants: [Li]CCCC, CC1=Cc2ccccc2C1, CC1=Cc2cccc([Si](C)(C)Cl)c2C1, N#C[Cu], O. Yields the product CC1=Cc2cccc([Si](C)(C)C3C(C)=Cc4ccccc43)c2C1. RXN SMILES: [CH3:11][CH2:12][CH2:13][CH2:14][Li:15].[CH3:1][C:2]1=[CH:10][c:9]2[c:4]([cH:5][cH:6][cH:7][cH:8]2)[CH2:3]1.[Cl:19][Si:20]([c:21]1[cH:22][cH:23][cH:24][c:25]2[c:29]1[CH2:28][C:27]([CH3:30])=[CH:26]2)([CH3:31])[CH3:32].[Cu:16][C:17]#[N:18].[OH2:33]>>[CH3:1][C:2]1=[CH:3][c:4]2[cH:5][cH:6][cH:7][cH:8][c:9]2[CH:10]1[Si:20]([c:21]1[cH:22][cH:23][cH:24][c:25]2[c:29]1[CH2:28][C:27]([CH3:30])=[CH:26]2)([CH3:31])[CH3:32].